The task is: describe an organic reaction: reactants, conditions, products, and yield. This data is from the Open Reaction Database (ORD), a public repository of structured organic reaction records. Starting materials: C(C(C)(C)C)(=O)OC=1C=C(C=CC1OC(C(C)(C)C)=O)CCNC(=O)C=1C=NC=CC1 (3-{N-[β-(3,4-Dipivalyloxyphenyl)ethyl]}carbamoylpyridine), CI (methyl iodide). The solvent is CC(=O)C (acetone). Conditions: time 6 hour. Yields the product [I-].C[N+]1=CC(=CC=C1)C(NCCC1=CC(=C(C=C1)OC(C(C)(C)C)=O)OC(C(C)(C)C)=O)=O (1-Methyl-3-{N-[β-(3,4-dipivalyloxyphenyl)ethyl]}carbamoylpyridinium iodide). As a reaction SMILES: [C:1]([O:7][C:8]1[CH:9]=[C:10]([CH2:21][CH2:22][NH:23][C:24]([C:26]2[CH:27]=[N:28][CH:29]=[CH:30][CH:31]=2)=[O:25])[CH:11]=[CH:12][C:13]=1[O:14][C:15](=[O:20])[C:16]([CH3:19])([CH3:18])[CH3:17])(=[O:6])[C:2]([CH3:5])([CH3:4])[CH3:3].[CH3:32][I:33]>CC(C)=O>[I-:33].[CH3:32][N+:28]1[CH:29]=[CH:30][CH:31]=[C:26]([C:24](=[O:25])[NH:23][CH2:22][CH2:21][C:10]2[CH:11]=[CH:12][C:13]([O:14][C:15](=[O:20])[C:16]([CH3:19])([CH3:18])[CH3:17])=[C:8]([O:7][C:1](=[O:6])[C:2]([CH3:3])([CH3:4])[CH3:5])[CH:9]=2)[CH:27]=1 |f:3.4|. Reported procedure: To a solution of 5.0 g (11.7 mmol) of compound 8c in 20 ml of acetone, 3.3 g (23.4 mmol) of methyl iodide were added and the mixture was refluxed under stirring for 6 hrs, then cooled. The orange crystalline solid which separated was filtered, washed with ether and crystallized for acetone/ether. Yield, 5.6 g (85%), m.p. 163°-165° C. U.V. (buffer pH 7.4) 270, 215 nm. NMR (DMSO-d6) δ 7.68-7.06 (ms, 7H, C5N4N+ +C6H3 +NH), 4.56 (s, 3H, --N+ --CH3), 3.42 (q, 2H, J=7 Hz, --N--CH2), 3.19 (t, 2H, J=7 H...